From a dataset of the Open Reaction Database (ORD), a public repository of structured organic reaction records. describe an organic reaction: reactants, conditions, products, and yield Reactants: S1CCC(CC1)=O (1-thiacyclohexan-4-one), C(CC(=O)O)(=O)O (malonic acid), C(C)(=O)[O-].[NH4+] (ammonium acetate). Run in C(C)O (ethyl alcohol). Run at time 4 hour. Product: NC1(CCSCC1)CC(=O)O (4-amino-1-thiacyclohexan-4-yl acetic acid), ( d ). As a reaction SMILES: [S:1]1[CH2:6][CH2:5][C:4](=O)[CH2:3][CH2:2]1.[C:8]([OH:14])(=[O:13])[CH2:9]C(O)=O.C([O-])(=O)C.[NH4+:19]>C(O)C>[NH2:19][C:4]1([CH2:9][C:8]([OH:14])=[O:13])[CH2:5][CH2:6][S:1][CH2:2][CH2:3]1 |f:2.3|. Reported procedure: 1-thiacyclohexan-4-one, (17.4 g), was added to malonic acid (17.1 g), and ammonium acetate, (23.1 g), in ethyl alcohol (300 ml.). This slurry was heated to give a solid mass which on further heating gave a suspension. Heating was continued for a further 4 hours at reflux and then filtered hot to give 4-amino-1-thiacyclohexan-4-yl acetic acid, [(14.17 g), m.p. 232°-235°(d), found C. 47.6; H, 7.5; N, 8.0; S, 18.6; C7H13NO2S requires C, 48.0; H, 7.5; N, 8.0; S, 18.3%].